describe an organic reaction: reactants, conditions, products, and yield From a dataset of the Open Reaction Database (ORD), a public repository of structured organic reaction records. Reactants: CO, [Cl-], [Cl-], [Cl-], COc1cc(F)ccc1Oc1ccccc1[N+](=O)[O-], [NH4+], O, [Zn+2]. Yields the product COc1cc(F)ccc1Oc1ccccc1N. Reaction SMILES: [CH3:22][OH:23].[Cl-:20].[Cl-:25].[Cl-:27].[F:1][c:2]1[cH:3][c:4]([O:18][CH3:19])[c:5]([O:8][c:9]2[c:10]([N+:15]([O-:16])=[O:17])[cH:11][cH:12][cH:13][cH:14]2)[cH:6][cH:7]1.[NH4+:21].[OH2:24].[Zn+2:26]>>[F:1][c:2]1[cH:3][c:4]([O:18][CH3:19])[c:5]([O:8][c:9]2[c:10]([NH2:15])[cH:11][cH:12][cH:13][cH:14]2)[cH:6][cH:7]1.